Dataset: the Open Reaction Database (ORD), a public repository of structured organic reaction records. Task: describe an organic reaction: reactants, conditions, products, and yield Reactants: ClC1=C(C(=CC=C1)[N+](=O)[O-])SCCCCl (1-chloro-2-[(3-chloropropyl)sulfanyl]-3-nitrobenzene). Solvent: CO (MeOH). Conditions: time 18 hour. Yields the product ClC=1C(=C(N)C=CC1)SCCCCl (3-chloro-2-[(3-chloropropyl)sulfanyl]aniline). Yield: 93.0%. RXN SMILES: [Cl:1][C:2]1[CH:7]=[CH:6][CH:5]=[C:4]([N+:8]([O-])=O)[C:3]=1[S:11][CH2:12][CH2:13][CH2:14][Cl:15]>CO>[Cl:1][C:2]1[C:3]([S:11][CH2:12][CH2:13][CH2:14][Cl:15])=[C:4]([CH:5]=[CH:6][CH:7]=1)[NH2:8]. Procedure details: The crude 1-chloro-2-[(3-chloropropyl)sulfanyl]-3-nitrobenzene was dissolved in MeOH (150 mL) and degassed with N2. Palladium hydroxide (1.8 g) was added in four portions to this solution in a Parr appararus. The resulting heterogeneous solution was shaken under hydrogenation conditions (55 psi) at room temp for 18 h. The catalyst was removed via filtration in the same manner as above and the filtrate was concentrated in vacuo. to afford 3-chloro-2-[(3-chloropropyl)sulfanyl]aniline (9.94 g, 93%)... Conditions: time 8 hour. The reactants are OC(=O)C(F)(F)F.ClC1=C(C=CC=C1Cl)CC=1C(=NNC1C(F)(F)F)N (4-[(2,3-dichlorophenyl)methyl]-5-(trifluoromethyl)-1H-pyrazol-3-amine TFA salt), O=C(CC(=O)OCC)C1CCOCC1 (ethyl 3-oxo-3-(tetrahydro-2H-pyran-4-yl)propanoate). Product: ClC1=C(CC=2C(=NN3C2N=C(C=C3O)C3CCOCC3)C(F)(F)F)C=CC=C1Cl (3-(2,3-dichlorobenzyl)-5-(tetrahydro-2H-pyran-4-yl)-2-(trifluoromethyl)pyrazolo[1,5-a]pyrimidin-7-ol). The solvent is C(C)(=O)O (acetic acid), C(C)(=O)O (acetic acid). As a reaction SMILES: OC(C(F)(F)F)=O.[Cl:8][C:9]1[C:14]([Cl:15])=[CH:13][CH:12]=[CH:11][C:10]=1[CH2:16][C:17]1[C:18]([NH2:26])=[N:19][NH:20][C:21]=1[C:22]([F:25])([F:24])[F:23].O=[C:28]([CH:35]1[CH2:40][CH2:39][O:38][CH2:37][CH2:36]1)[CH2:29][C:30](OCC)=[O:31]>C(O)(=O)C>[Cl:8][C:9]1[C:14]([Cl:15])=[CH:13][CH:12]=[CH:11][C:10]=1[CH2:16][C:17]1[C:21]([C:22]([F:25])([F:23])[F:24])=[N:20][N:19]2[C:30]([OH:31])=[CH:29][C:28]([CH:35]3[CH2:40][CH2:39][O:38][CH2:37][CH2:36]3)=[N:26][C:18]=12 |f:0.1|. Procedure details: To a suspension of 4-[(2,3-dichlorophenyl)methyl]-5-(trifluoromethyl)-1H-pyrazol-3-amine TFA salt (201 mg, 0.48 mmol) in acetic acid (2 mL) was added ethyl 3-oxo-3-(tetrahydro-2H-pyran-4-yl)propanoate (100 mg, 0.50 mmol). The reaction vessel was sealed, stirred and irradiated (microwave) at 140° C. for 40 minutes. The reaction mixture was cooled and diluted with acetic acid (5 mL). It was stood still overnight. The precipitate was collected, washed with acetic acid (2 mL), then with cooled metha... Starting materials: NC1=NNC(=C1C(=O)NC=1C=NC=CC1OC)N (3,5-diamino-N-(4-methoxypyridin-3-yl)-1H-pyrazole-4-carboxamide), C(=O)([O-])[O-].[Cs+].[Cs+] (Cs2CO3), C(C#C)(=O)OC (methyl prop-2-ynoate). Run in CCO (EtOH). Conditions: time 15 minute. Yields the product NC1=NN2C(NC(C=C2)=O)=C1C(=O)NC=1C=NC=CC1OC (2-amino-N-(4-methoxypyridin-3-yl)-5-oxo-4,5-dihydropyrazolo[1,5-a]pyrimidine-3-carboxamide). Yield: 27.0%. Reaction SMILES: [NH2:1][C:2]1[C:6]([C:7]([NH:9][C:10]2[CH:11]=[N:12][CH:13]=[CH:14][C:15]=2[O:16][CH3:17])=[O:8])=[C:5]([NH2:18])[NH:4][N:3]=1.C([O-])([O-])=O.[Cs+].[Cs+].[C:25](OC)(=[O:28])[C:26]#[CH:27]>CCO>[NH2:18][C:5]1[C:6]([C:7]([NH:9][C:10]2[CH:11]=[N:12][CH:13]=[CH:14][C:15]=2[O:16][CH3:17])=[O:8])=[C:2]2[NH:1][C:25](=[O:28])[CH:26]=[CH:27][N:3]2[N:4]=1 |f:1.2.3|. Procedure: To a mixture of 3,5-diamino-N-(4-methoxy-3-pyridyl)-1H-pyrazole-4-carboxamide 9 (300 mg, 1.209 mmol) and Cs2CO3 (591 mg, 1.814 mmol) in EtOH (5 mL) was added methyl prop-2-ynoate (203.3 mg, 215.1 μL, 2.418 mmol), dropwise, over 15 minutes and the reaction mixture was stirred overnight at room temperature. The mixture was filtered and product purified by preparative HPLC. Solvents were evaporated in vacuum to afford the product as a yellow solid (yield 27%). LC-MS (M+H)+=301.1; 1H NMR (500 MHz, D... The reactants are COC(COC1=CC=C(C=C1)Cl)OC (4-Chlorophenoxyacetaldehyde dimethylacetal), Cl (hydrochloric acid). Run in CC(=O)C (acetone). Product: ClC1=CC=C(OCC=O)C=C1 (4-chlorophenoxyacetaldehyde), crude product. The yield is 24.0%. RXN SMILES: C[O:2][CH:3](OC)[CH2:4][O:5][C:6]1[CH:11]=[CH:10][C:9]([Cl:12])=[CH:8][CH:7]=1.Cl>CC(C)=O>[Cl:12][C:9]1[CH:10]=[CH:11][C:6]([O:5][CH2:4][CH:3]=[O:2])=[CH:7][CH:8]=1. Procedure details: 4-Chlorophenoxyacetaldehyde dimethylacetal (1.0 g) was dissolved in acetone (10 ml), to which 2N hydrochloric acid (1.0 g) was added, and the mixture was heated under reflux for 8 hours. After the reaction mixture was concentrated, water was added and the mixture was extracted with ethyl acetate. The extracts were dried over anhydrous sodium sulfate. The solvent was distilled off to obtain 4-chlorophenoxyacetaldehyde as a crude product. The reactants are C(C)(C)(C)N1C=C2C[C@H]3N(C[C@@H](C[C@@]3(C=3C=CC=C1C32)OC)CO)C (1-(t-butyl)-10-methoxy-6-methyl-8β-hydroxymethyl-ergoline), S(=O)(=O)(C1=CC=C(C)C=C1)Cl (tosyl chloride), O (water). Run in Example 2,.in, N1=CC=CC=C1 (pyridine), N1=CC=CC=C1 (pyridine). Reaction conditions: time 6 hour. Yields the product C(C)(C)(C)N1C=C2C[C@H]3N(C[C@@H](C[C@@]3(C=3C=CC=C1C32)OC)COS(=O)(=O)C3=CC=C(C)C=C3)C (1-(t-butyl)-10-methoxy-6-methyl-8β-tosyloxymethyl-ergoline). Yield: 76.6%. RXN SMILES: [C:1]([N:5]1[C:19]2[C:20]3[C:7]([CH2:8][C@@H:9]4[C@@:14]([O:21][CH3:22])([C:15]=3[CH:16]=[CH:17][CH:18]=2)[CH2:13][C@@H:12]([CH2:23][OH:24])[CH2:11][N:10]4[CH3:25])=[CH:6]1)([CH3:4])([CH3:3])[CH3:2].[S:26](Cl)([C:29]1[CH:35]=[CH:34][C:32]([CH3:33])=[CH:31][CH:30]=1)(=[O:28])=[O:27].O>N1C=CC=CC=1>[C:1]([N:5]1[C:19]2[C:20]3[C:7]([CH2:8][C@@H:9]4[C@@:14]([O:21][CH3:22])([C:15]=3[CH:16]=[CH:17][CH:18]=2)[CH2:13][C@@H:12]([CH2:23][O:24][S:26]([C:29]2[CH:35]=[CH:34][C:32]([CH3:33])=[CH:31][CH:30]=2)(=[O:28])=[O:27])[CH2:11][N:10]4[CH3:25])=[CH:6]1)([CH3:4])([CH3:3])[CH3:2]. Procedure details: To a solution of 1.8 g of 1-(t-butyl)-10-methoxy-6-methyl-8β-hydroxymethyl-ergoline, prepared as described in Example 2,.in 20 ml of pyridine, 2.8 g of tosyl chloride in 15 ml of pyridine were slowly added. After the addition had been completed, the mixture was stirred for about six hours and was then poured into cold water and extracted with dichloromethane. The organic layer was evaporated off and the residue was chromatographed over 18 g of silica gel using dichloromethane with increasing amo... The reactants are CC(C)OC(=O)/N=N/C(=O)OC(C)C (DIAD), C1(=CC=CC=C1)N1[C@@H](CCC1)CO ((S)-(1-phenylpyrrolidin-2-yl)methanol), OC1=C(C=O)C(=CC=C1)O (2,6-dihydroxybenzaldehyde), C1=CC=C(C=C1)P(C2=CC=CC=C2)C3=CC=CC=C3 (PPh3). Run in C1CCOC1 (THF). Reaction conditions: time 10 minute. Product: OC1=C(C=O)C(=CC=C1)OC[C@H]1N(CCC1)C1=CC=CC=C1 ((S)-2-hydroxy-6-((1-phenylpyrrolidin-2-yl)methoxy)benzaldehyde). Isolated yield 20.5%. RXN SMILES: [C:1]1([N:7]2[CH2:11][CH2:10][CH2:9][C@H:8]2[CH2:12][OH:13])[CH:6]=[CH:5][CH:4]=[CH:3][CH:2]=1.[OH:14][C:15]1[CH:22]=[CH:21][CH:20]=[C:19](O)[C:16]=1[CH:17]=[O:18].C1C=CC(P(C2C=CC=CC=2)C2C=CC=CC=2)=CC=1.CC(OC(/N=N/C(OC(C)C)=O)=O)C>C1COCC1>[OH:14][C:15]1[CH:22]=[CH:21][CH:20]=[C:19]([O:13][CH2:12][C@@H:8]2[CH2:9][CH2:10][CH2:11][N:7]2[C:1]2[CH:2]=[CH:3][CH:4]=[CH:5][CH:6]=2)[C:16]=1[CH:17]=[O:18]. Procedure: To a solution of (S)-(1-phenylpyrrolidin-2-yl)methanol (45 mg, 0.23 mmol) and 2,6-dihydroxybenzaldehyde (60 mg, 0.46 mmol) in THF (1 ml) was added PPh3 (0.12 g, 0.46 mmol), followed by DIAD (90 mg, 0.46 mmol) at room temperature. After stirrer for 10 min, the mixture was concentrated and the residue was purified by column (Hexanes/EtOAc=9:1) to give (S)-2-hydroxy-6-((1-phenylpyrrolidin-2-yl)methoxy)benzaldehyde (14 mg). 1H NMR (400 MHz, CDCl3 (ppm) 11.96 (s, 1H), 10.37 (s, 1H), 7.35 (t, J=8.0 Hz... The reactants are C(C)(C)(C)OC(NC1(COC(OC1)(C)C)CN1C=CC2=C(C=CC=C12)C1=NOC(=N1)C1=CC(=C(C=C1)OCC)Cl)=O (tert-Butyl-5-((4-(5-(3-chloro-4-ethoxyphenyl)-1,2,4-oxadiazol-3-yl)-1H-indol-1-yl)methyl)-2,2-dimethyl-1,3-dioxan-5-ylcarbamate), C(C)OC=1C=C(C=CC1OCC)C1=NC(=NO1)C1=C2CCN(C2=CC=C1)CC1(COC(OC1)(C)C)NC(OC(C)(C)C)=O (tert-butyl 5-((4-(5-(3,4-diethoxyphenyl)-1,2,4-oxadiazol-3-yl)indolin-1-yl)methyl)-2,2-dimethyl-1,3-dioxan-5-ylcarbamate). The product is NC(CO)(CO)CN1C=CC2=C(C=CC=C12)C1=NOC(=N1)C1=CC(=C(C=C1)OCC)Cl (2-Amino-2-((4-(5-(3-chloro-4-ethoxyphenyl)-1,2,4-oxadiazol-3-yl)-1H-indol-1-yl)methyl)propane-1,3-diol). Isolated yield 83.3%. As a reaction SMILES: C(OC(=O)[NH:7][C:8]1([CH2:16][N:17]2[C:25]3[C:20](=[C:21]([C:26]4[N:30]=[C:29]([C:31]5[CH:36]=[CH:35][C:34]([O:37][CH2:38][CH3:39])=[C:33]([Cl:40])[CH:32]=5)[O:28][N:27]=4)[CH:22]=[CH:23][CH:24]=3)[CH:19]=[CH:18]2)[CH2:13][O:12]C(C)(C)[O:10][CH2:9]1)(C)(C)C.C(OC1C=C(C2ON=C(C3C=CC=C4C=3CCN4CC3(NC(=O)OC(C)(C)C)COC(C)(C)OC3)N=2)C=CC=1OCC)C>>[NH2:7][C:8]([CH2:16][N:17]1[C:25]2[C:20](=[C:21]([C:26]3[N:30]=[C:29]([C:31]4[CH:36]=[CH:35][C:34]([O:37][CH2:38][CH3:39])=[C:33]([Cl:40])[CH:32]=4)[O:28][N:27]=3)[CH:22]=[CH:23][CH:24]=2)[CH:19]=[CH:18]1)([CH2:9][OH:10])[CH2:13][OH:12]. Procedure: When the product of Step D was substituted for tert-butyl 5-((4-(5-(3,4-diethoxyphenyl)-1,2,4-oxadiazol-3-yl)indolin-1-yl)methyl)-2,2-dimethyl-1,3-dioxan-5-ylcarbamate in Example 34, Step E, the identical process afforded the title compound in 83.3% yield, as off white solid. 1H-NMR (DMSO-d6) 1.46 (tr, 3H, J=6.85 Hz); 2.99-3.44 (m, 4H); 3.52 (tr, 2H, J=8.96 Hz); 3.71 (tr, 4H, J=10.46 Hz); 4.15 (q, 2H, J=6.97, 13.97 Hz); 6.77 (d, 1H, J=8.12 Hz); 6.99 (d, 1H, J=8.65 Hz); 7.17 (tr, 2H, J=7.74 Hz); ... The reactants are CC(=O)O, Cl, COC(=O)C1(F)CCN(C(=O)OC(C)(C)C)C1. Product: CC(C)(C)OC(=O)N1CCC(F)(C(=O)O)C1. As a reaction SMILES: [C:19]([OH:20])(=[O:21])[CH3:22].[ClH:18].[F:1][C:2]1([C:14](=[O:15])[O:16][CH3:17])[CH2:3][N:4]([C:7](=[O:8])[O:9][C:10]([CH3:11])([CH3:12])[CH3:13])[CH2:5][CH2:6]1>>[F:1][C:2]1([C:14](=[O:15])[OH:16])[CH2:3][N:4]([C:7](=[O:8])[O:9][C:10]([CH3:11])([CH3:12])[CH3:13])[CH2:5][CH2:6]1.